This data is from the Open Reaction Database (ORD), a public repository of structured organic reaction records. The task is: describe an organic reaction: reactants, conditions, products, and yield Starting materials: ClC=1C=CC2=C(NC(C3=C(N2)C=CC=C3)=S)C1 (8-chloro-5,10-dihydro-dibenzo[b,e][1,4]diazepin-11-thione), NCCN1C=NC=C1 (1-(2-aminoethyl)imidazole). Solvent: C(C)OCCO (2-ethoxyethanol). Product: ClC=1C=CC2=C(N=C(C3=C(N2)C=CC=C3)NCCN3C=NC=C3)C1 ((8-Chloro-5H-dibenzo[b,e][1,4]diazepin-11-yl)-(2-imidazol-1-yl-ethyl)-amine). Isolated yield 56.6%. As a reaction SMILES: [Cl:1][C:2]1[CH:3]=[CH:4][C:5]2[NH:11][C:10]3[CH:12]=[CH:13][CH:14]=[CH:15][C:9]=3[C:8](=S)[NH:7][C:6]=2[CH:17]=1.[NH2:18][CH2:19][CH2:20][N:21]1[CH:25]=[CH:24][N:23]=[CH:22]1>C(OCCO)C>[Cl:1][C:2]1[CH:3]=[CH:4][C:5]2[NH:11][C:10]3[CH:12]=[CH:13][CH:14]=[CH:15][C:9]=3[C:8]([NH:18][CH2:19][CH2:20][N:21]3[CH:25]=[CH:24][N:23]=[CH:22]3)=[N:7][C:6]=2[CH:17]=1. Procedure: A solution of 0.6 g (2.3 mmol) of 8-chloro-5,10-dihydro-dibenzo[b,e][1,4]diazepin-11-thione in 15 mL of 2-ethoxyethanol was treated with 0.6 mL (4.6 mmol) of 1-(2-aminoethyl)imidazole and heated at reflux for 2 days. The solvent was removed under reduced pressure and the residue taken up in EtOAc and washed three times with H2O, then saturated NaHCO3 solution, and saturated NaCl solution. Drying over MgSO4 and removal of the solvent under reduced pressure left the crude product. This was recryst...